The task is: describe an organic reaction: reactants, conditions, products, and yield. This data is from the Open Reaction Database (ORD), a public repository of structured organic reaction records. Starting materials: O1CCOCC1 (dioxane), C1CC(=O)N(C1=O)Br (NBS), N=1C=CN2C1C=CC(=C2)C(C)C2=CN=C1N2N=C(C=C1)C=1C=NN(C1)CCOC1OCCCC1 ((rac)-3-(1-Imidazo[1,2-a]pyridin-6-yl-ethyl)-6-{1-[2-(tetrahydro-pyran-2-yloxy)-ethyl]-1H-pyrazol-4-yl}-imidazo[1,2-b]pyridazine). Run in C(Cl)Cl (DCM), Cl (HCl), C(Cl)Cl (DCM). Run at time 3 hour. Product: BrC1=CN=C2N1C=C(C=C2)C(C)C2=CN=C1N2N=C(C=C1)C=1C=NN(C1)CCO ((rac)-2-(4-{3-[1-(3-Bromo-imidazo[1,2-a]pyridin-6-yl)-ethyl]-imidazo[1,2-b]pyridazin-6-yl}-pyrazol-1-yl)-ethanol). Reaction SMILES: [N:1]1[CH:2]=[CH:3][N:4]2[CH:9]=[C:8]([CH:10]([C:12]3[N:16]4[N:17]=[C:18]([C:21]5[CH:22]=[N:23][N:24]([CH2:26][CH2:27][O:28]C6CCCCO6)[CH:25]=5)[CH:19]=[CH:20][C:15]4=[N:14][CH:13]=3)[CH3:11])[CH:7]=[CH:6][C:5]=12.C1C(=O)N([Br:42])C(=O)C1.O1CCOCC1>C(Cl)Cl.Cl>[Br:42][C:3]1[N:4]2[CH:9]=[C:8]([CH:10]([C:12]3[N:16]4[N:17]=[C:18]([C:21]5[CH:22]=[N:23][N:24]([CH2:26][CH2:27][OH:28])[CH:25]=5)[CH:19]=[CH:20][C:15]4=[N:14][CH:13]=3)[CH3:11])[CH:7]=[CH:6][C:5]2=[N:1][CH:2]=1. Procedure: (rac)-3-(1-Imidazo[1,2-a]pyridin-6-yl-ethyl)-6-{1-[2-(tetrahydro-pyran-2-yloxy)-ethyl]-1H-pyrazol-4-yl}-imidazo[1,2-b]pyridazine (obtained by analogy of Stage 185.1 by replacing (rac)-6-chloro-3-[1-(3-methyl-3H-benzoimidazol-5-yl)-ethyl]-imidazo[1,2-b]pyridazine with (rac)-6-chloro-3-(1-imidazo[1,2-a]pyridin-6-yl-ethyl)-imidazo[1,2-b]pyridazine (Example 292), 150 mg, 0.328 mmol) was dissolved in DCM (3.3 mL) and NBS (64.2 mg, 0.984 mmol) was added. It was stirred at rt for 3 h then the solvent w... Reactants: Nc1ccc(Br)cc1F, CO, CCO, CCN(C(C)C)C(C)C, Clc1cc(Cl)ncn1, ClC(Cl)Cl. Product: Fc1cc(Br)ccc1Nc1cc(Cl)ncn1. As a reaction SMILES: [Br:1][c:2]1[cH:3][c:4]([F:9])[c:5]([NH2:6])[cH:7][cH:8]1.[CH3:27][OH:28].[CH3:33][CH2:34][OH:35].[CH:10]([N:11]([CH:12]([CH3:13])[CH3:14])[CH2:15][CH3:16])([CH3:17])[CH3:18].[Cl:19][c:20]1[n:21][cH:22][n:23][c:24]([Cl:26])[cH:25]1.[Cl:29][CH:30]([Cl:31])[Cl:32]>>[Br:1][c:2]1[cH:3][c:4]([F:9])[c:5]([NH:6][c:24]2[n:23][cH:22][n:21][c:20]([Cl:19])[cH:25]2)[cH:7][cH:8]1. Reactants: [Cl-].[Na+] (sodium chloride), ClC=1C=C(C=O)C=C(C1)Cl (3,5-dichlorobenzaldehyde), CC1(OC(=CC1=O)C)C (2,2,5-trimethyl-3(2H)-furanone), [OH-].[Na+] (sodium hydroxide). The solvent is C(C)O (ethanol). Run at temperature 60 celsius. Yields the product ClC=1C=C(C=C(C1)Cl)C=CC1=CC(C(O1)(C)C)=O (5-[2-(3,5-Dichlorophenyl)ethenyl]-2,2-dimethyl-3(2H)-furanone). Yield: 45.7%. Reaction SMILES: [Cl:1][C:2]1[CH:3]=[C:4]([CH:7]=[C:8]([Cl:10])[CH:9]=1)[CH:5]=O.[CH3:11][C:12]1([CH3:19])[C:16](=[O:17])[CH:15]=[C:14]([CH3:18])[O:13]1.[OH-].[Na+].[Cl-].[Na+]>C(O)C>[Cl:1][C:2]1[CH:3]=[C:4]([CH:5]=[CH:18][C:14]2[O:13][C:12]([CH3:19])([CH3:11])[C:16](=[O:17])[CH:15]=2)[CH:7]=[C:8]([Cl:10])[CH:9]=1 |f:2.3,4.5|. Reported procedure: To a solution of 3,5-dichlorobenzaldehyde (2.3 g, 13.2 mM) and 2,2,5-trimethyl-3(2H)-furanone (2.0 gm, 15.9 mM) in ethanol (100 mL), was added 1N aqueous sodium hydroxide (1.6 mL, 1.6 mM). The reaction solution was heated at 60° C. for 4 hours. After the reaction solution was cooled, saturated aqueous sodium chloride (400 mL) was added. The aqueous layer was extracted with diethyl ether (3×100 mL). The combined ethereal extracts were washed with saturated aqueous sodium chloride (50 mL), dried o... The reactants are O=C(Cl)OC(Cl)(Cl)Cl, C#CCn1c(=O)sc2cc(F)c(N)cc21, C1COCCO1. Product: C#CCn1c(=O)sc2cc(F)c(N=C=O)cc21. Reaction SMILES: [C:16]([O:17][C:20]([Cl:21])([Cl:22])[Cl:23])([Cl:18])=[O:19].[NH2:1][c:2]1[c:3]([F:15])[cH:4][c:5]2[c:6]([n:7]([CH2:11][C:12]#[CH:13])[c:8](=[O:10])[s:9]2)[cH:14]1.[O:24]1[CH2:25][CH2:26][O:27][CH2:28][CH2:29]1>>[N:1]([c:2]1[c:3]([F:15])[cH:4][c:5]2[c:6]([n:7]([CH2:11][C:12]#[CH:13])[c:8](=[O:10])[s:9]2)[cH:14]1)=[C:16]=[O:17].